Task: describe an organic reaction: reactants, conditions, products, and yield. Dataset: the Open Reaction Database (ORD), a public repository of structured organic reaction records The reactants are CC(=O)OC(C)C, C1CCNCC1, O=Cc1ccccc1F, N#CCC#N. Yields the product N#CC(C#N)=Cc1ccccc1F. Reaction SMILES: [C:21]([O:22][CH:23]([CH3:24])[CH3:25])(=[O:26])[CH3:27].[CH2:15]1[CH2:16][CH2:17][NH:18][CH2:19][CH2:20]1.[F:6][c:7]1[c:8]([CH:9]=[O:10])[cH:11][cH:12][cH:13][cH:14]1.[N:1]#[C:2][CH2:3][C:4]#[N:5]>>[N:1]#[C:2][C:3]([C:4]#[N:5])=[CH:9][c:8]1[c:7]([F:6])[cH:14][cH:13][cH:12][cH:11]1. Reactants: NC=1C=C2C(=NNC2=CC1)NS(=O)(=O)C (5-amino-3-methylsulfonylamino-1H-indazole), solid, FC=1C=C(C=CC1)S(=O)(=O)Cl (3-fluorobenzenesulfonyl chloride). Solvent: N1=CC=CC=C1 (pyridine). The product is FC=1C=C(C=CC1)S(=O)(=O)NC=1C=C2C(=NNC2=CC1)NS(=O)(=O)C (3-fluoro-N-(3-methylsulfonylamino-1H-indazol-5-yl)benzenesulfonamide). Isolated yield 18.3%. Reaction SMILES: [NH2:1][C:2]1[CH:3]=[C:4]2[C:8](=[CH:9][CH:10]=1)[NH:7][N:6]=[C:5]2[NH:11][S:12]([CH3:15])(=[O:14])=[O:13].[F:16][C:17]1[CH:18]=[C:19]([S:23](Cl)(=[O:25])=[O:24])[CH:20]=[CH:21][CH:22]=1>N1C=CC=CC=1>[F:16][C:17]1[CH:18]=[C:19]([S:23]([NH:1][C:2]2[CH:3]=[C:4]3[C:8](=[CH:9][CH:10]=2)[NH:7][N:6]=[C:5]3[NH:11][S:12]([CH3:15])(=[O:14])=[O:13])(=[O:25])=[O:24])[CH:20]=[CH:21][CH:22]=1. Reported procedure: 3-Fluoro-N-(3-methylsulfonylamino-1H-indazol-5-yl)benzenesulfonamide can be obtained as described in Example 2 from 0.1 g of 5-amino-3-methylsulfonylamino-1H-indazole, 5 ml of pyridine and 83 mg of 3-fluorobenzenesulfonyl chloride. 30 mg of 3-fluoro-N-(3-methylsulfonylamino-1H-indazol-5-yl)benzenesulfonamide are thus obtained in the form of a beige solid melting at 230° C. (analysis C14H13FN4O4S2.0.57H2O % calculated C, 43.75; H, 3.41; F, 4.94; N, 14.57; O, 16.65; S, 16.68. % found C, 43.75; H, ... Starting materials: Cl (hydrochloric acid), ClC1=CC=C(C=C1)S(=O)(=O)CCCC1=CC(=C(C=C1)O)[N+](=O)[O-] (4-[3-(4-Chlorophenylsulfonyl)propyl]-2-nitrophenol), [H][H] (hydrogen). Reagents/catalysts: [C].[Pd] (palladium-carbon). The solvent is O1CCOCC1 (1,4-dioxane), O1CCOCC1 (1,4-dioxane). Yields the product Cl.NC1=C(C=CC(=C1)CCCS(=O)(=O)C1=CC=C(C=C1)Cl)O (2-amino-4-[3-(4-chlorophenylsulfonyl)propyl]phenol hydrochloride). The yield is 190.7%. As a reaction SMILES: [Cl:1][C:2]1[CH:7]=[CH:6][C:5]([S:8]([CH2:11][CH2:12][CH2:13][C:14]2[CH:19]=[CH:18][C:17]([OH:20])=[C:16]([N+:21]([O-])=O)[CH:15]=2)(=[O:10])=[O:9])=[CH:4][CH:3]=1.Cl.[H][H]>O1CCOCC1.[C].[Pd]>[ClH:1].[NH2:21][C:16]1[CH:15]=[C:14]([CH2:13][CH2:12][CH2:11][S:8]([C:5]2[CH:6]=[CH:7][C:2]([Cl:1])=[CH:3][CH:4]=2)(=[O:10])=[O:9])[CH:19]=[CH:18][C:17]=1[OH:20] |f:4.5,6.7|. Procedure details: 4-[3-(4-Chlorophenylsulfonyl)propyl]-2-nitrophenol (10.00 g, 28.11 mmol) was dissolved in 1,4-dioxane (100 ml), 4 N hydrochloric acid solution in 1,4-dioxane (8.43 ml, 33.73 mmol) and 10% palladium-carbon (1.0 g) were added, and the mixture was stirred for 4 hours in an atmosphere of hydrogen gas under 1 atmospheric pressure. The crystals precipitated in the reaction solution were dissolved by adding methanol, the reaction mixture was filtered, and then the resulting filtrate was concentrated un... Starting materials: C(C)(=O)OCC (ethyl acetate), O (water), COC(CC1(CCCC1)C#N)OC (1-(2,2-Dimethoxyethyl)cyclopentanecarbonitrile), [H-].[Al+3].[Li+].[H-].[H-].[H-] (lithium aluminum hydride), nitrile. Run in CCOCC (ether), CCOCC (ether). Reported procedure: 54 mmol of the product obtained in Stage A, in 100 ml of ether, are added dropwise to 109 mmol of lithium aluminum hydride suspended in 200 ml of ether stirred at room temperature under a nitrogen atmosphere. When all the nitrile has disappeared, 10 ml of ethyl acetate are added to the mixture, followed by 10 ml of water. The mixture is stirred for 1 hour, filtered and dried over MgSO4 and the solvent is evaporated off. The expected product is obtained in an 88% yield. Yields the product COC(CC1(CCCC1)CN)OC (1-(2,2-Dimethoxyethyl)cyclopentanemethylamine). Reaction SMILES: [CH3:1][O:2][CH:3]([O:12][CH3:13])[CH2:4][C:5]1([C:10]#[N:11])[CH2:9][CH2:8][CH2:7][CH2:6]1.[H-].[Al+3].[Li+].[H-].[H-].[H-].C(OCC)(=O)C.O>CCOCC>[CH3:13][O:12][CH:3]([O:2][CH3:1])[CH2:4][C:5]1([CH2:10][NH2:11])[CH2:6][CH2:7][CH2:8][CH2:9]1 |f:1.2.3.4.5.6|. Yield: 88.0%. Reactants: CN(C)C(C(=O)C1=CC(=C(C=C1)F)F)C (dimethylamino-(3,4-difluorophenyl)-propan-1-one), N\C(=C/C(=O)OCC)\C (ethyl 3-aminocrotonate). Yields the product FC=1C=C(C=CC1F)C1=NC(=C(C(=O)OCC)C=C1)C (Ethyl 6-(3,4-difluorophenyl)-2-methylnicotinate). RXN SMILES: CN([CH:4]([CH3:15])[C:5]([C:7]1[CH:12]=[CH:11][C:10]([F:13])=[C:9]([F:14])[CH:8]=1)=O)C.[NH2:16]/[C:17](/[CH3:24])=[CH:18]\[C:19]([O:21][CH2:22][CH3:23])=[O:20]>>[F:14][C:9]1[CH:8]=[C:7]([C:5]2[CH:4]=[CH:15][C:18]([C:19]([O:21][CH2:22][CH3:23])=[O:20])=[C:17]([CH3:24])[N:16]=2)[CH:12]=[CH:11][C:10]=1[F:13]. Procedure: The title compound was prepared from dimethylamino-(3,4-difluorophenyl)-propan-1-one and ethyl 3-aminocrotonate using the general procedure outlined in D18. 1H NMR (250 MHz, CDCl3) δ (ppm): 8.26 (d, 1H), 7.96 (ddd, 1H), 7.79 (m, 1H), 7.57 (d, 1H), 7.20-7.31 (m, 1H), 4.40 (q, 2H), 2.90 (s, 3H), 1.42 (t, 3H).